Dataset: the Open Reaction Database (ORD), a public repository of structured organic reaction records. Task: describe an organic reaction: reactants, conditions, products, and yield Reactants: N1C=C(C2=CC=CC=C12)CC(=O)N ((indol-3-yl)acetamide), COC(C(=O)C1=CN2CCC(C3=CC=CC1=C23)(C)C)=O ((6,6-dimethyl-5,6-dihydro-4H-pyrrolo[3,2,1-ij]quinolin-1-yl)oxo-acetic acid methyl ester). The product is CC1(CCN2C3=C(C=CC=C13)C(=C2)C=2C(NC(C2C2=CNC1=CC=CC=C21)=O)=O)C (3-(6,6-dimethyl-5,6-dihydro-4H-pyrrolo[3,2,1-ij]quinolin-1-yl)-4-(1H-indol-3-yl)pyrrole-2,5-dione). Reaction SMILES: [NH:1]1[C:9]2[C:4](=[CH:5][CH:6]=[CH:7][CH:8]=2)[C:3]([CH2:10][C:11]([NH2:13])=[O:12])=[CH:2]1.CO[C:16](=[O:33])[C:17]([C:19]1[C:29]2=[C:30]3[C:25](=[CH:26][CH:27]=[CH:28]2)[C:24]([CH3:32])([CH3:31])[CH2:23][CH2:22][N:21]3[CH:20]=1)=O>>[CH3:32][C:24]1([CH3:31])[C:25]2[C:30]3=[C:29]([C:19]([C:17]4[C:16](=[O:33])[NH:13][C:11](=[O:12])[C:10]=4[C:3]4[C:4]5[C:9](=[CH:8][CH:7]=[CH:6][CH:5]=5)[NH:1][CH:2]=4)=[CH:20][N:21]3[CH2:22][CH2:23]1)[CH:28]=[CH:27][CH:26]=2. Procedure details: Beginning with (indol-3-yl)acetamide and (6,6-dimethyl-5,6-dihydro-4H-pyrrolo[3,2,1-ij]quinolin-1-yl)oxo-acetic acid methyl ester, the title compound was prepared essentially as described in Example 1. Reactants: C1(=CC=CC=C1)N (PhNH2), [Li]CCCC (nBuLi), BrC1=C2CCC(C2=CC=C1)(C1=CC=CC=C1)OC (4-bromo-1-methoxy-1-phenylindane), C(C)(C)(C)P(C1=C(C=CC=C1)C1=C(C=CC=C1)N(C)C)C(C)(C)C (N-{2′-[di(tert-butyl)phosphino][1,1′-biphenyl]-2-yl}-N,N-dimethylamine). Product: COC1(CCC=2C(=CC=CC12)NC1=CC=CC=C1)C1=CC=CC=C1 (1-methoxy-N,1-diphenyl-4-indanamine). Reaction SMILES: [C:1]1([NH2:7])[CH:6]=[CH:5][CH:4]=[CH:3][CH:2]=1.[Li]CCCC.Br[C:14]1[CH:22]=[CH:21][CH:20]=[C:19]2[C:15]=1[CH2:16][CH2:17][C:18]2([O:29][CH3:30])[C:23]1[CH:28]=[CH:27][CH:26]=[CH:25][CH:24]=1.C(P(C(C)(C)C)C1C=CC=CC=1C1C=CC=CC=1N(C)C)(C)(C)C>C1(C)C=CC=CC=1.C1C=CC(/C=C/C(/C=C/C2C=CC=CC=2)=O)=CC=1.C1C=CC(/C=C/C(/C=C/C2C=CC=CC=2)=O)=CC=1.[Pd].O>[CH3:30][O:29][C:18]1([C:23]2[CH:28]=[CH:27][CH:26]=[CH:25][CH:24]=2)[C:19]2[CH:20]=[CH:21][CH:22]=[C:14]([NH:7][C:1]3[CH:6]=[CH:5][CH:4]=[CH:3][CH:2]=3)[C:15]=2[CH2:16][CH2:17]1 |f:5.6.7|. The solvent is O (water), C1(=CC=CC=C1)C (toluene), hexanes. Reagents/catalysts: C=1C=CC(=CC1)/C=C/C(=O)/C=C/C2=CC=CC=C2.C=1C=CC(=CC1)/C=C/C(=O)/C=C/C2=CC=CC=C2.[Pd] (Pd(dba)2). Reported procedure: Under an argon atmosphere, to a solution of 4.56 ml (4.66 g, 50.0 mmol) of PhNH2 in 200 ml of toluene, 20.0 ml of 2.5 M nBuLi (50.0 mmol) in hexanes was added dropwise at ambient temperature. Then, hexanes were distilled off under vacuum. To the obtained suspension, 12.1 g (39.7 mmol) of 4-bromo-1-methoxy-1-phenylindane, 434 mg (0.76 mmol) of Pd(dba)2, and 503 mg (1.47 mmol) of N-{2′-[di(tert-butyl)phosphino][1,1′-biphenyl]-2-yl}-N,N-dimethylamine were added. This mixture was refluxed for 1 hour... The reactants are O=C(Cl)CCCCl, ClCCl, COC(=O)c1cc([N+](=O)[O-])cc(N)c1F. The product is COC(=O)c1cc([N+](=O)[O-])cc(NC(=O)CCCCl)c1F. RXN SMILES: [Cl:16][CH2:17][CH2:18][CH2:19][C:20](=[O:21])[Cl:22].[Cl:23][CH2:24][Cl:25].[NH2:1][c:2]1[c:3]([F:15])[c:4]([C:5](=[O:6])[O:7][CH3:8])[cH:9][c:10]([N+:12](=[O:13])[O-:14])[cH:11]1>>[NH:1]([c:2]1[c:3]([F:15])[c:4]([C:5](=[O:6])[O:7][CH3:8])[cH:9][c:10]([N+:12](=[O:13])[O-:14])[cH:11]1)[C:20]([CH2:19][CH2:18][CH2:17][Cl:16])=[O:21]. Product: C(C1=CC=CC=C1)OC1=C(OC2=C(C(=NC(=N2)SC)NCC2=CC=CC=C2)[N+](=O)[O-])C=C(C=C1)C#N (6-(2-benzyloxy-5-cyanophenoxy)-4-(benzyl)amino-5-nitro-2-methylthiopyrimidine). The solvent is C(C)#N (acetonitrile). Starting materials: C(C1=CC=CC=C1)OC1=C(OC2=C(C(=NC(=N2)SC)Cl)[N+](=O)[O-])C=C(C=C1)C#N (6-(2-benzyloxy-5-cyanophenoxy)-4-chloro-5-nitro-2-methylthiopyrimidine), C([O-])([O-])=O.[Cs+].[Cs+] (cesium carbonate), C(C1=CC=CC=C1)N (benzylamine). RXN SMILES: [CH2:1]([O:8][C:9]1[CH:27]=[CH:26][C:25]([C:28]#[N:29])=[CH:24][C:10]=1[O:11][C:12]1[N:17]=[C:16]([S:18][CH3:19])[N:15]=[C:14](Cl)[C:13]=1[N+:21]([O-:23])=[O:22])[C:2]1[CH:7]=[CH:6][CH:5]=[CH:4][CH:3]=1.C(=O)([O-])[O-].[Cs+].[Cs+].[CH2:36]([NH2:43])[C:37]1[CH:42]=[CH:41][CH:40]=[CH:39][CH:38]=1>C(#N)C>[CH2:1]([O:8][C:9]1[CH:27]=[CH:26][C:25]([C:28]#[N:29])=[CH:24][C:10]=1[O:11][C:12]1[N:17]=[C:16]([S:18][CH3:19])[N:15]=[C:14]([NH:43][CH2:36][C:37]2[CH:42]=[CH:41][CH:40]=[CH:39][CH:38]=2)[C:13]=1[N+:21]([O-:23])=[O:22])[C:2]1[CH:7]=[CH:6][CH:5]=[CH:4][CH:3]=1 |f:1.2.3|. Run at temperature 50 celsius. Yield: 65.0%. Procedure: To 6-(2-benzyloxy-5-cyanophenoxy)-4-chloro-5-nitro-2-methylthiopyrimidine (2.5 g, 5.83 mmol) in 50 mL acetonitrile at 0° C. was added cesium carbonate (2.47 g, 7.58 mmol) followed by benzylamine (0.64 mL) and the reaction mixture was heated at 50° C. for 4 hours. The reaction was filtered, the filtrate evaporated and the residue chromatographed on silica gel (ethyl acetate:hexane) to afford 1.82 g (65%) of 6-(2-benzyloxy-5-cyanophenoxy)-4-(benzyl)amino-5-nitro-2-methylthiopyrimidine, a compound ... Reactants: CI (methyl iodide), ice, Cl (HCl), [Mg] (magnesium), [Mg] (magnesium), ClC1=CC=C(C(=O)C=2OC3=C(C2)C=CC=C3)C=C1 (2(p-chloro-benzoyl)benzofuran). Solvent: O1CCCC1 (tetrahydrofuran), O1CCCC1 (tetrahydrofuran), O1CCCC1 (tetrahydrofuran). The product is O1C(=CC2=C1C=CC=C2)C(C)(O)C2=CC=C(C=C2)Cl (1(benzofuran-2-yl)-1(p-chlorphenyl)ethanol). RXN SMILES: [CH3:1]I.[Mg].[Cl:4][C:5]1[CH:21]=[CH:20][C:8]([C:9]([C:11]2[O:12][C:13]3[CH:19]=[CH:18][CH:17]=[CH:16][C:14]=3[CH:15]=2)=[O:10])=[CH:7][CH:6]=1.Cl>O1CCCC1>[O:12]1[C:13]2[CH:19]=[CH:18][CH:17]=[CH:16][C:14]=2[CH:15]=[C:11]1[C:9]([C:8]1[CH:20]=[CH:21][C:5]([Cl:4])=[CH:6][CH:7]=1)([OH:10])[CH3:1]. Procedure details: 14.2 g of methyl iodide in 50 ml of tetrahydrofuran are dripped slowly onto 2.43 g of magnesium chips in about 30 ml of tetrahydrofuran. When all the magnesium has dissolved, 25.6 g of 2(p-chloro-benzoyl)benzofuran dissolved in 350 ml of tetrahydrofuran are added slowly. After the addition, the mixture is kept under reflux for 2 hours. It is cooled, poured into 500 g of crushed ice and 10 ml of concentrated HCl, then extracted with ethyl ether. The organic phase is washed with water, dried with ... Starting materials: NC=1C(=C(C(=O)[O-])C=CC1)NCCO (3-amino-2-[(2-hydroxyethyl)amino]benzoate), ClC1=C(C(=CC(=C1)Cl)C)N=C=S (2,4-dichloro-6-methylphenylisothiocyanate), O1CCCC1 (tetrahydrofuran). Run at temperature 50 celsius, time 24 hour. The product is ClC1=C(C(=CC(=C1)Cl)C)NC(=S)NC=1C(=C(C(=O)OC)C=CC1)NCCO (Methyl 3-{[(2,4-dichloro-6-methylphenyl)carbamothioyl]amino}-2-[(2-hydroxyethyl)amino]benzoate). Reaction SMILES: [NH2:1][C:2]1[C:3]([NH:11][CH2:12][CH2:13][OH:14])=[C:4]([CH:8]=[CH:9][CH:10]=1)[C:5]([O-:7])=[O:6].[Cl:15][C:16]1[CH:21]=[C:20]([Cl:22])[CH:19]=[C:18]([CH3:23])[C:17]=1[N:24]=[C:25]=[S:26].O1CCC[CH2:28]1>>[Cl:15][C:16]1[CH:21]=[C:20]([Cl:22])[CH:19]=[C:18]([CH3:23])[C:17]=1[NH:24][C:25]([NH:1][C:2]1[C:3]([NH:11][CH2:12][CH2:13][OH:14])=[C:4]([CH:8]=[CH:9][CH:10]=1)[C:5]([O:7][CH3:28])=[O:6])=[S:26]. Reported procedure: A solution of 3-amino-2-[(2-hydroxyethyl)amino]benzoate (521 mg, 2.48 mmol) and 2,4-dichloro-6-methylphenylisothiocyanate (595 mg, 2.73 mmol) in tetrahydrofuran (25 mL) was stirred at room temperature for 18 hr. The mixture was warmed to 50° C. and it was stirred at 50° C. for 24 hr. The reaction mixture was concentrated in vacuo. The residue was purified by flash chromatography on silica gel eluting with a 20-80% ethyl acetate/n-hexane gradient mixture to give the title compound (959.9 mg) as a...